Task: describe an organic reaction: reactants, conditions, products, and yield. Dataset: the Open Reaction Database (ORD), a public repository of structured organic reaction records Reactants: [H][H] (hydrogen), C(C)O (ethanol), C(#N)C1=NC=CC(=C1)C=1C=C(C(=O)[O-])C=CC1 (3-(2-cyano-4-pyridyl)benzoate), C(=O)(OC(C)(C)C)OC(=O)[O-] (t-butyl dicarbonate). Reagents/catalysts: [C].[Pd] (palladium-carbon). The solvent is C(C)(=O)OCC (ethyl acetate). The product is C(C)(C)(C)OC(=O)NCC1=NC=CC(=C1)C=1C=C(C(=O)OC)C=CC1 (Methyl 3-(2-{[(t-butoxycarbonyl)amino]methyl}-4-pyridyl)benzoate). RXN SMILES: [C:1]([C:3]1[CH:8]=[C:7]([C:9]2[CH:10]=[C:11]([CH:15]=[CH:16][CH:17]=2)[C:12]([O-:14])=[O:13])[CH:6]=[CH:5][N:4]=1)#[N:2].[C:18](OC([O-])=O)([O:20][C:21]([CH3:24])([CH3:23])[CH3:22])=[O:19].[H][H].[CH2:31](O)C>C(OCC)(=O)C.[C].[Pd]>[C:21]([O:20][C:18]([NH:2][CH2:1][C:3]1[CH:8]=[C:7]([C:9]2[CH:10]=[C:11]([CH:15]=[CH:16][CH:17]=2)[C:12]([O:14][CH3:31])=[O:13])[CH:6]=[CH:5][N:4]=1)=[O:19])([CH3:24])([CH3:23])[CH3:22] |f:5.6|. Procedure details: 379mg of 3-(2-cyano-4-pyridyl)benzoate, 350 mg of t-butyl dicarbonate and 300 mg of 10% palladium-carbon were added to and dissolved in 16 ml of ethanol and 2 ml of ethyl acetate, and the mixture was stirred at room temperature for 3 hours in a hydrogen atmosphere. The reaction mixture was filtered, and the filtrate was evaporated. The residue was purified by silica gel column, to give 243 mg of the title compound in the 1:1 hexane-ethyl acetate fraction. The reactants are COC(CC1=CC=C(C=C1)NC=O)=O (methyl(4-formylaminophenyl)acetate), CSC.B (borane dimethylsulfide), CO (MeOH). Run in C1CCOC1 (THF). Reaction conditions: time 8 hour. The product is COC(CC1=CC=C(C=C1)NC)=O (Methyl(4-Methylaminophenyl)acetate). Yield: 100.0%. Reaction SMILES: [CH3:1][O:2][C:3](=[O:14])[CH2:4][C:5]1[CH:10]=[CH:9][C:8]([NH:11][CH:12]=O)=[CH:7][CH:6]=1.CSC.B.CO>C1COCC1>[CH3:1][O:2][C:3](=[O:14])[CH2:4][C:5]1[CH:10]=[CH:9][C:8]([NH:11][CH3:12])=[CH:7][CH:6]=1 |f:1.2|. Procedure details: To a stirred solution of methyl(4-formylaminophenyl)acetate (4.31 g) in THF (20.0 mL) at 0° C. was slowly added borane dimethylsulfide (8.61 mL, 90.8 mmol). The reaction mixture was stirred at room temperature overnight and then cooled to 0° C. MeOH (15 mL) was added cautiously and the resulting mixture was stirred for 3 h. The mixture was then concentrated under reduced pressure to give the title compound (4.0 g, 73% yield, 2 steps) as a clear oil. Starting materials: CCOC(=O)c1sc(-c2cccc(NC3CCN(S(=O)(=O)c4ccccc4)CC3)c2)c(Br)c1OCC(=O)OC(C)(C)C, ClCCl, O=C(O)C(F)(F)F. Product: CCOC(=O)c1sc(-c2cccc(NC3CCN(S(=O)(=O)c4ccccc4)CC3)c2)c(Br)c1OCC(=O)O. Reaction SMILES: [CH2:1]([CH3:2])[O:3][C:4](=[O:5])[c:6]1[s:7][c:8](-[c:21]2[cH:22][c:23]([NH:27][CH:28]3[CH2:29][CH2:30][N:31]([S:34](=[O:35])(=[O:36])[c:37]4[cH:38][cH:39][cH:40][cH:41][cH:42]4)[CH2:32][CH2:33]3)[cH:24][cH:25][cH:26]2)[c:9]([Br:20])[c:10]1[O:11][CH2:12][C:13](=[O:14])[O:15][C:16]([CH3:17])([CH3:18])[CH3:19].[Cl:50][CH2:51][Cl:52].[OH:43][C:44]([C:45]([F:46])([F:47])[F:48])=[O:49]>>[CH2:1]([CH3:2])[O:3][C:4](=[O:5])[c:6]1[s:7][c:8](-[c:21]2[cH:22][c:23]([NH:27][CH:28]3[CH2:29][CH2:30][N:31]([S:34](=[O:35])(=[O:36])[c:37]4[cH:38][cH:39][cH:40][cH:41][cH:42]4)[CH2:32][CH2:33]3)[cH:24][cH:25][cH:26]2)[c:9]([Br:20])[c:10]1[O:11][CH2:12][C:13](=[O:14])[OH:15]. Starting materials: C(C)(=O)N(C)C1CN(CC1C)C1=C(C=C2C(C(=CN(C2=C1F)C1CC1)C(=O)O)=O)F (7-[3-(N-Acetyl-N-methylamino)-4-methyl-1-pyrrolidinyl]-1-cyclopropyl-6,8-difluoro-1,4-dihydro-4-oxo-3-quinolinecarboxylic acid), Cl (hydrochloric acid). Product: Cl.C1(CC1)N1C=C(C(C2=CC(=C(C(=C12)F)N1CC(C(C1)C)NC)F)=O)C(=O)O (1-Cyclopropyl-6,8-difluoro-1,4-dihydro-7-(3-methylamino-4-methyl-1-pyrrolidinyl)-4-oxo-3-quinolinecarboxylic acid hydrochloride). As a reaction SMILES: [C:1]([N:4]([CH:6]1[CH:10]([CH3:11])[CH2:9][N:8]([C:12]2[C:21]([F:22])=[C:20]3[C:15]([C:16](=[O:29])[C:17]([C:26]([OH:28])=[O:27])=[CH:18][N:19]3[CH:23]3[CH2:25][CH2:24]3)=[CH:14][C:13]=2[F:30])[CH2:7]1)C)(=O)C.[ClH:31]>>[ClH:31].[CH:23]1([N:19]2[C:20]3[C:15](=[CH:14][C:13]([F:30])=[C:12]([N:8]4[CH2:9][CH:10]([CH3:11])[CH:6]([NH:4][CH3:1])[CH2:7]4)[C:21]=3[F:22])[C:16](=[O:29])[C:17]([C:26]([OH:28])=[O:27])=[CH:18]2)[CH2:25][CH2:24]1 |f:2.3|. Procedure details: 7-[3-(N-Acetyl-N-methylamino)-4-methyl-1-pyrrolidinyl]-1-cyclopropyl-6,8-difluoro-1,4-dihydro-4-oxo-3-quinolinecarboxylic acid (0.56 g) was dissolved in 20% aqueous hydrochloric acid solution (5 ml) and refluxed for 2 hours. Then the reacting mixture was concentrated under reduced pressure, to the resulting residue was added ethanol (10 ml) and crystallized with cooling. The resulting precipitate was collected by filtration and recrystallized from methanol to give the title compound as pale yell...